This data is from the Open Reaction Database (ORD), a public repository of structured organic reaction records. The task is: describe an organic reaction: reactants, conditions, products, and yield The reactants are C(=O)(O)[O-].[Na+] (NaHCO3), [OH-].[Na+] (NaOH), C(=O)(OC)C1=CC2=C(NC(=N2)SCC2=NC=CC(=C2OC)OC)C=C1C (5--Carbomethoxy-6-methyl-2-[[(3,4-dimethoxy-2-pyridinyl)methyl]thio]-1H-benzimidazole), C(=O)OC (methyl formate), ClC1=CC(=CC=C1)C(=O)OO (m-chloroperbenzoic acid). Solvent: C(Cl)Cl (CH2Cl2), O (H2O), C(Cl)Cl (CH2Cl2), C(Cl)Cl (CH2Cl2). Run at time 15 minute. Yields the product C(=O)(OC)C1=CC2=C(NC(=N2)S(=O)CC2=NC=CC(=C2OC)OC)C=C1C (5-Carbomethoxy-6-methyl-2-[[(3,4-dimethoxy-2-pyridinyl)methyl]sulfinyl]-1H-benzimidazole). Isolated yield 63.3%. As a reaction SMILES: [C:1]([C:5]1[C:25]([CH3:26])=[CH:24][C:8]2[NH:9][C:10]([S:12][CH2:13][C:14]3[C:19]([O:20][CH3:21])=[C:18]([O:22][CH3:23])[CH:17]=[CH:16][N:15]=3)=[N:11][C:7]=2[CH:6]=1)([O:3][CH3:4])=[O:2].C([O-])(O)=[O:28].[Na+].ClC1C=CC=C(C(OO)=O)C=1.[OH-].[Na+].C(OC)=O>C(Cl)Cl.O>[C:1]([C:5]1[C:25]([CH3:26])=[CH:24][C:8]2[NH:9][C:10]([S:12]([CH2:13][C:14]3[C:19]([O:20][CH3:21])=[C:18]([O:22][CH3:23])[CH:17]=[CH:16][N:15]=3)=[O:28])=[N:11][C:7]=2[CH:6]=1)([O:3][CH3:4])=[O:2] |f:1.2,4.5|. Procedure details: 5--Carbomethoxy-6-methyl-2-[[(3,4-dimethoxy-2-pyridinyl)methyl]thio]-1H-benzimidazole (1.03 g, 0.00276 mol) was dissolved in CH2Cl2 (30 ml). NaHCO3 (0.46 g, 0.0055 mol) in H2O (10 ml) was added and the mixture was cooled to +2° C. m-chloroperbenzoic acid 69.5% (0.62 g, 0.0025 mol) dissolved in CH2Cl2 (5 ml) was added dropwise under stirring. Stirring was continued at +2° C. for 15 min. After separation the organic layer was extracted with an aqueous 0.2M NaOH solution (3×15 ml, 0.009 mol). After...